This data is from the Open Reaction Database (ORD), a public repository of structured organic reaction records. The task is: describe an organic reaction: reactants, conditions, products, and yield Starting materials: FC1=C(C=CC(=C1)F)C1CC(CO1)SC(C)=O ((+/-)-Ethanethioic acid S-[5-(2,4-difluorophenyl)tetrahydro-3-furanyl]ester), C[O-].[Na+].CO (sodium methoxide methyl alcohol), O1CCCC1 (tetrahydrofuran), Cl.C(C)(C)O (hydrochloric acid isopropyl alcohol). Run in C(C)(=O)OCC.CCCCCC (ethyl acetate hexane). Yields the product FC1=C(C=CC(=C1)F)C1CC(CO1)S (5-(2,4-Difluorophenyl)tetrahydro-3-furanthiol). The yield is 86.0%. RXN SMILES: [F:1][C:2]1[CH:7]=[C:6]([F:8])[CH:5]=[CH:4][C:3]=1[CH:9]1[O:13][CH2:12][CH:11]([S:14]C(=O)C)[CH2:10]1.C[O-].[Na+].CO.O1CCCC1.Cl.C(O)(C)C>C(OCC)(=O)C.CCCCCC>[F:1][C:2]1[CH:7]=[C:6]([F:8])[CH:5]=[CH:4][C:3]=1[CH:9]1[O:13][CH2:12][CH:11]([SH:14])[CH2:10]1 |f:1.2.3,5.6,7.8|. Procedure: The title compound is prepared by the procedure of Example 16 using 0.250 g of product from Example 166, 243 μl of 25% sodium methoxide/methyl alcohol, 4.5 ml of tetrahydrofuran and 530 μl of 2N hydrochloric acid/isopropyl alcohol to give, after chromatography (silica gel: 5-10% ethyl acetate/hexane), 0.180 g of the desired product, as mixture of isomers. Reaction SMILES: [Br:1][c:2]1[cH:3][c:4]2[c:5]([n:6][cH:7]1)[n:8]([S:11](=[O:12])(=[O:13])[c:14]1[cH:15][cH:16][c:17]([CH3:20])[cH:18][cH:19]1)[cH:9][cH:10]2.[C:34](=[O:35])([O-:36])[O-:37].[CH2:21]([CH2:22][CH2:32][CH3:33])[O:23][B:24]([CH:25]=[CH2:26])[O:27][CH2:28][CH2:29][CH2:30][CH3:31].[CH3:41][O:42][CH2:43][CH2:44][O:45][CH3:46].[K+:38].[K+:39].[OH2:40].[cH:47]1[cH:48][cH:49][c:50]([P:51]([Pd:52]([P:53]([c:54]2[cH:55][cH:56][cH:57][cH:58][cH:59]2)([c:60]2[cH:61][cH:62][cH:63][cH:64][cH:65]2)[c:66]2[cH:67][cH:68][cH:69][cH:70][cH:71]2)([P:72]([c:73]2[cH:74][cH:75][cH:76][cH:77][cH:78]2)([c:79]2[cH:80][cH:81][cH:82][cH:83][cH:84]2)[c:85]2[cH:86][cH:87][cH:88][cH:89][cH:90]2)[P:91]([c:92]2[cH:93][cH:94][cH:95][cH:96][cH:97]2)([c:98]2[cH:99][cH:100][cH:101][cH:102][cH:103]2)[c:104]2[cH:105][cH:106][cH:107][cH:108][cH:109]2)([c:110]2[cH:111][cH:112][cH:113][cH:114][cH:115]2)[c:116]2[cH:117][cH:118][cH:119][cH:120][cH:121]2)[cH:122][cH:123]1>>[c:2]1([CH:21]=[CH2:22])[cH:3][c:4]2[c:5]([n:6][cH:7]1)[n:8]([S:11](=[O:12])(=[O:13])[c:14]1[cH:15][cH:16][c:17]([CH3:20])[cH:18][cH:19]1)[cH:9][cH:10]2. Product: C=Cc1cnc2c(ccn2S(=O)(=O)c2ccc(C)cc2)c1. Starting materials: Cc1ccc(S(=O)(=O)n2ccc3cc(Br)cnc32)cc1, O=C([O-])[O-], C=CB(OCCCC)OCCCC, COCCOC, [K+], [K+], O, c1ccc(P(c2ccccc2)(c2ccccc2)[Pd](P(c2ccccc2)(c2ccccc2)c2ccccc2)(P(c2ccccc2)(c2ccccc2)c2ccccc2)P(c2ccccc2)(c2ccccc2)c2ccccc2)cc1. The reactants are COC=1C=C2C(=NC=NC2=CC1OC)Cl (6,7-dimethoxy-4-chloroquinazoline), CNCC(C)C1=NC=CC=C1 (2-(1-[N-methylamino]prop-2-yl)pyridine). Yields the product COC=1C=C2C(=NC=NC2=CC1OC)N(C)CC(C)C1=NC=CC=C1 (6,7-Dimethoxy-4-(N-methyl-2-[2-pyridyl]prop-1-ylamino)quinazoline). Reaction SMILES: [CH3:1][O:2][C:3]1[CH:4]=[C:5]2[C:10](=[CH:11][C:12]=1[O:13][CH3:14])[N:9]=[CH:8][N:7]=[C:6]2Cl.[CH3:16][NH:17][CH2:18][CH:19]([C:21]1[CH:26]=[CH:25][CH:24]=[CH:23][N:22]=1)[CH3:20]>>[CH3:1][O:2][C:3]1[CH:4]=[C:5]2[C:10](=[CH:11][C:12]=1[O:13][CH3:14])[N:9]=[CH:8][N:7]=[C:6]2[N:17]([CH2:18][CH:19]([C:21]1[CH:26]=[CH:25][CH:24]=[CH:23][N:22]=1)[CH3:20])[CH3:16]. Procedure details: Reaction of 6,7-dimethoxy-4-chloroquinazoline with 2-(1-[N-methylamino]prop-2-yl)pyridine, according to the procedure of Example I, afforded the title compound, isolated as its dihydrochloride trihydrate, m.p. 235°C. Starting materials: COC(\C=C\C1=CC(=C(C=C1)OCC1=CC(=CC(=C1)CO)OCCCCCCCl)OC)=O ((E)-3-[4-[3-[(6-chlorohexyl)oxy]-5-[hydroxymethyl]benzyloxy]-3-methoxyphenyl]acrylic acid methyl ester), COC(\C(=C\C1=CC(=C(C=C1)O)OC)\C#N)=O (2-cyano-(E)-3-(4-hydroxy-3-methoxyphenyl)acrylic acid methyl ester), C1(=CC=CC=C1)P(C1=CC=CC=C1)C1=CC=CC=C1 (triphenylphosphine), ice, Cl (HCl), solution, C(C)OC(=O)N=NC(=O)OCC (azodicarboxlic acid diethyl ester). Solvent: O1CCCC1 (tetrahydrofuran), C1(=CC=CC=C1)C (toluene). Conditions: temperature 0 celsius. Yields the product COC(\C(=C\C1=CC(=C(C=C1)OCC1=CC(=CC(=C1)COC1=C(C=C(C=C1)\C=C\C(=O)OC)OC)OCCCCCCCl)OC)\C#N)=O ((E)-3-[4-[[3-[(6-Chlorohexyl)oxy]-5-[[2-methoxy-4-[(E)-2-(methoxycarbonyl)vinyl]phenoxy]methyl]benzyl]oxy)-3-methoxyphenyl]-2-cyanoacrylic acid methyl ester). Yield: 73.7%. As a reaction SMILES: [CH3:1][O:2][C:3](=[O:32])/[CH:4]=[CH:5]/[C:6]1[CH:11]=[CH:10][C:9]([O:12][CH2:13][C:14]2[CH:19]=[C:18]([CH2:20]O)[CH:17]=[C:16]([O:22][CH2:23][CH2:24][CH2:25][CH2:26][CH2:27][CH2:28][Cl:29])[CH:15]=2)=[C:8]([O:30][CH3:31])[CH:7]=1.[CH3:33][O:34][C:35](=[O:49])/[C:36](/[C:47]#[N:48])=[CH:37]/[C:38]1[CH:43]=[CH:42][C:41]([OH:44])=[C:40]([O:45][CH3:46])[CH:39]=1.C1(P(C2C=CC=CC=2)C2C=CC=CC=2)C=CC=CC=1.C(OC(N=NC(OCC)=O)=O)C.Cl>O1CCCC1.C1(C)C=CC=CC=1>[CH3:33][O:34][C:35](=[O:49])/[C:36](/[C:47]#[N:48])=[CH:37]/[C:38]1[CH:43]=[CH:42][C:41]([O:44][CH2:20][C:18]2[CH:19]=[C:14]([CH2:13][O:12][C:9]3[CH:10]=[CH:11][C:6](/[CH:5]=[CH:4]/[C:3]([O:2][CH3:1])=[O:32])=[CH:7][C:8]=3[O:30][CH3:31])[CH:15]=[C:16]([O:22][CH2:23][CH2:24][CH2:25][CH2:26][CH2:27][CH2:28][Cl:29])[CH:17]=2)=[C:40]([O:45][CH3:46])[CH:39]=1. Reported procedure: 1 g (2.2 mmol) (E)-3-[4-[3-[(6-chlorohexyl)oxy]-5-[hydroxymethyl]benzyloxy]-3-methoxyphenyl]acrylic acid methyl ester was added to a solution of 0.62 g (2.7 mmol) 2-cyano-(E)-3-(4-hydroxy-3-methoxyphenyl)acrylic acid methyl ester and 0.73 g (2.7 mmol) triphenylphosphine in 10 ml tetrahydrofuran. The solution was cooled to 0°C. and then 1.1 ml (2.7 mmol) of a solution of azodicarboxlic acid diethyl ester in toluene were added dropwise. The mixture was allowed to react for 1 hour at 0° C. and then... Reactants: ClCC(=O)C1=CN(C(=C1)C(C1=CC=C(C=C1)Cl)=O)OCCC (2-chloro-1-[5-(4-chlorobenzoyl)-1-ethylmethoxy-1H-pyrrol-3-yl]ethanone), 2-PrOH, C(C)NCC (diethylamine). The product is ClC1=CC=C(C(=O)C2=CC(=CN2OCCC)C(CN(CC)CC)=O)C=C1 (1-[5-(4-Chlorobenzoyl)-1-ethylmethoxy-1H-pyrrol-3-yl]2-[N,N-diethylamino]ethanone). Yield: 25.4%. Reaction SMILES: Cl[CH2:2][C:3]([C:5]1[CH:9]=[C:8]([C:10](=[O:18])[C:11]2[CH:16]=[CH:15][C:14]([Cl:17])=[CH:13][CH:12]=2)[N:7]([O:19][CH2:20][CH2:21][CH3:22])[CH:6]=1)=[O:4].[CH2:23]([NH:25][CH2:26][CH3:27])[CH3:24]>>[Cl:17][C:14]1[CH:15]=[CH:16][C:11]([C:10]([C:8]2[N:7]([O:19][CH2:20][CH2:21][CH3:22])[CH:6]=[C:5]([C:3](=[O:4])[CH2:2][N:25]([CH2:26][CH3:27])[CH2:23][CH3:24])[CH:9]=2)=[O:18])=[CH:12][CH:13]=1. Reported procedure: A solution of 3.19 g (0.0094 mole) of 2-chloro-1-[5-(4-chlorobenzoyl)-1-ethylmethoxy-1H-pyrrol-3-yl]ethanone, 75 mL of 2-PrOH, and 2.9 mL (0.028 mole) of diethylamine was heated under reflux for 4 h. The solvent was evaporated in vacuo. The residue was partitioned between Et2O and 2N NaOH. The organics were washed with water, brine and dried (Na2SO4). The solvent was evaporated in vacuo and the residue chromatographed on silica gel (9:1 CH2Cl2: MeOH). The oil was treated with ethereal HCl and th... Starting materials: OCCN(CCc1cccc(F)c1)Cc1ccccc1, CO. Yields the product OCCNCCc1cccc(F)c1. RXN SMILES: [CH2:1]([c:2]1[cH:3][cH:4][cH:5][cH:6][cH:7]1)[N:8]([CH2:9][CH2:10][OH:11])[CH2:12][CH2:13][c:14]1[cH:15][c:16]([F:20])[cH:17][cH:18][cH:19]1.[CH3:21][OH:22]>>[NH:8]([CH2:9][CH2:10][OH:11])[CH2:12][CH2:13][c:14]1[cH:15][c:16]([F:20])[cH:17][cH:18][cH:19]1. The reactants are C1(=CC=CC=C1)P(C1=CC=CC=C1)(C1=CC=CC=C1)=CC(=O)OC (Methyl triphenylphosphoranylideneacetate), C(=O)C=1N=CN2C1SC=C2 (7-formylimidazo[5,1-b]thiazole), C(C)(=O)OCC (Ethyl acetate). The solvent is CO (methanol). Conditions: time 15 minute. The product is COC(=O)C=CC=1N=CN2C1SC=C2 (7-(2-methoxycarbonylvinyl)imidazo[5,1-b]thiazole). The yield is 111.1%. As a reaction SMILES: C1(P(=[CH:20][C:21]([O:23][CH3:24])=[O:22])(C2C=CC=CC=2)C2C=CC=CC=2)C=CC=CC=1.[CH:25]([C:27]1[N:28]=[CH:29][N:30]2[CH:34]=[CH:33][S:32][C:31]=12)=O.C(OCC)(=O)C>CO>[CH3:24][O:23][C:21]([CH:20]=[CH:25][C:27]1[N:28]=[CH:29][N:30]2[CH:34]=[CH:33][S:32][C:31]=12)=[O:22]. Procedure details: Methyl triphenylphosphoranylideneacetate (500 mg) was added to a solution of 150 mg of 7-formylimidazo[5,1-b]thiazole in 15 ml of methanol. The mixture was stirred at room temperature for 15 min. Ethyl acetate was added thereto. The mixture was washed with water, dried over anhydrous magnesium sulfate, and filtered. The solvent was removed by distillation under the reduced pressure. The residue was purified by column chromatography on silica gel (chloroform:methanol=20:1) to give 228 mg of 7-(2-...